Dataset: the Open Reaction Database (ORD), a public repository of structured organic reaction records. Task: describe an organic reaction: reactants, conditions, products, and yield Starting materials: C(C1=CC=CC=C1)(=O)C=1C=C2CC(NC2=CC1)=O (5-benzoyl-1,3-dihydro-indol-2-one), C(C1=CC=CC=C1)(=O)Cl (benzoyl chloride), N1C(CC2=CC=CC=C12)=O (1,3-dihydro-indol-2-one), [Cl-].[Cl-].[Cl-].[Al+3] (aluminium trichloride). The product is C(C1=CC=CC=C1)(=O)C1=CC=2C3=C(C(NC2C=C1)=O)NC=C3.C(C)C(=O)[O-] (8-Benzoyl-4-oxo-4,5-dihydro-3H-pyrrolo[2,3-c]quinoline 1-ethyl carboxylate). As a reaction SMILES: [C:1]([C:9]1[CH:10]=[C:11]2[C:15](=[CH:16][CH:17]=1)[NH:14][C:13](=[O:18])[CH2:12]2)(=[O:8])[C:2]1[CH:7]=[CH:6][CH:5]=[CH:4][CH:3]=1.[NH:19]1C2[C:22](=CC=CC=2)[CH2:21][C:20]1=[O:28].[Cl-].[Cl-].[Cl-].[Al+3].[C:33](Cl)(=[O:40])[C:34]1[CH:39]=CC=CC=1>>[C:1]([C:9]1[CH:17]=[CH:16][C:15]2[NH:14][C:13](=[O:18])[C:12]3[NH:19][CH:20]=[CH:21][C:22]=3[C:11]=2[CH:10]=1)(=[O:8])[C:2]1[CH:3]=[CH:4][CH:5]=[CH:6][CH:7]=1.[CH2:34]([C:33]([O-:40])=[O:28])[CH3:39] |f:2.3.4.5,7.8|. Procedure details: Synthesis of 5-benzoyl-1,3-dihydro-indol-2-one is described by McNutt (WO99/10325). This compound was prepared according to this procedure from 665 g (5 mmol) of 1,3-dihydro-indol-2-one, aluminium trichloride (15 mmol) and benzoyl chloride (10 mmol) to give, after trituration in water and drying, 880 mg (74%) of 5-benzoyl-1,3-dihydro-indol-2-one in the form of a beige solid. Reactants: CC(=O)O[BH-](OC(C)=O)OC(C)=O, CCc1nc2ccccc2n1-c1nc(N2CCOCC2)c2nc(C=O)n(C)c2n1, O=C(C1CNC1)N1CCCC1, [Na+]. Yields the product CCc1nc2ccccc2n1-c1nc(N2CCOCC2)c2nc(CN3CC(C(=O)N4CCCC4)C3)n(C)c2n1. RXN SMILES: [C:41]([O:42][BH-:43]([O:44][C:45](=[O:46])[CH3:47])[O:48][C:49](=[O:50])[CH3:51])(=[O:52])[CH3:53].[CH2:1]([CH3:2])[c:3]1[n:4][c:5]2[c:6]([n:7]1-[c:8]1[n:9][c:10]([N:20]3[CH2:21][CH2:22][O:23][CH2:24][CH2:25]3)[c:11]3[n:12][c:13]([CH:18]=[O:19])[n:14]([CH3:17])[c:15]3[n:16]1)[cH:26][cH:27][cH:28][cH:29]2.[NH:30]1[CH2:31][CH:32]([C:34](=[O:35])[N:36]2[CH2:37][CH2:38][CH2:39][CH2:40]2)[CH2:33]1.[Na+:54]>>[CH2:1]([CH3:2])[c:3]1[n:4][c:5]2[c:6]([n:7]1-[c:8]1[n:9][c:10]([N:20]3[CH2:21][CH2:22][O:23][CH2:24][CH2:25]3)[c:11]3[n:12][c:13]([CH2:18][N:30]4[CH2:31][CH:32]([C:34](=[O:35])[N:36]5[CH2:37][CH2:38][CH2:39][CH2:40]5)[CH2:33]4)[n:14]([CH3:17])[c:15]3[n:16]1)[cH:26][cH:27][cH:28][cH:29]2. Reactants: C(C)(=O)N1C2=C(NC([C@H]([C@@H]1C)NC([C@H](C)N(C(OC(C)(C)C)=O)C)=O)=O)C=CC(=C2)C#N (tert-butyl(S)-1-((2S,3S)-1-acetyl-8-cyano-2-methyl-4-oxo-2,3,4,5-tetrahydro-1H-benzo[b][1,4]diazepin-3-ylamino)-1-oxopropan-2-yl(methyl)carbamate), ClCC1=C(C=CC2=CC=CC=C12)C (1-(chloromethyl)-2-methylnaphthalene), C([O-])([O-])=O.[Cs+].[Cs+] (cesium carbonate), [I-].[Na+] (sodium iodide). Run in CCOC(=O)C (EtOAc), CN(C)C=O (DMF). Conditions: time 1 hour. Yields the product C(C)(=O)N1C2=C(N(C([C@H]([C@@H]1C)NC([C@H](C)N(C(OC(C)(C)C)=O)C)=O)=O)CC1=C(C=CC3=CC=CC=C13)C)C=CC(=C2)C#N (tert-butyl(S)-1-((3S,4S)-5-acetyl-7-cyano-4-methyl-1-((2-methylnaphthalen-1-yl)methyl)-2-oxo-2,3,4,5-tetrahydro-1H-benzo[b][1,4]diazepin-3-ylamino)-1-oxopropan-2-yl(methyl)carbamate). The yield is 73.0%. RXN SMILES: [C:1]([N:4]1[C@@H:10]([CH3:11])[C@H:9]([NH:12][C:13](=[O:25])[C@@H:14]([N:16]([CH3:24])[C:17](=[O:23])[O:18][C:19]([CH3:22])([CH3:21])[CH3:20])[CH3:15])[C:8](=[O:26])[NH:7][C:6]2[CH:27]=[CH:28][C:29]([C:31]#[N:32])=[CH:30][C:5]1=2)(=[O:3])[CH3:2].Cl[CH2:34][C:35]1[C:44]2[C:39](=[CH:40][CH:41]=[CH:42][CH:43]=2)[CH:38]=[CH:37][C:36]=1[CH3:45].C(=O)([O-])[O-].[Cs+].[Cs+].[I-].[Na+]>CN(C=O)C.CCOC(C)=O>[C:1]([N:4]1[C@@H:10]([CH3:11])[C@H:9]([NH:12][C:13](=[O:25])[C@@H:14]([N:16]([CH3:24])[C:17](=[O:23])[O:18][C:19]([CH3:21])([CH3:20])[CH3:22])[CH3:15])[C:8](=[O:26])[N:7]([CH2:34][C:35]2[C:44]3[C:39](=[CH:40][CH:41]=[CH:42][CH:43]=3)[CH:38]=[CH:37][C:36]=2[CH3:45])[C:6]2[CH:27]=[CH:28][C:29]([C:31]#[N:32])=[CH:30][C:5]1=2)(=[O:3])[CH3:2] |f:2.3.4,5.6|. Procedure details: To a rt solution of tert-butyl(S)-1-((2S,3S)-1-acetyl-8-cyano-2-methyl-4-oxo-2,3,4,5-tetrahydro-1H-benzo[b][1,4]diazepin-3-ylamino)-1-oxopropan-2-yl(methyl)carbamate (57 mg, 129 μmol) in DMF (321 μl) was added 1-(chloromethyl)-2-methylnaphthalene (29.4 mg, 154 μmol), cesium carbonate (54.4 mg, 167 μmol), and sodium iodide (25.0 mg, 167 μmol). The reaction was stirred at rt for 1 h, then diluted with EtOAc, washed with H2O and sat. aq. NaCl, dried over Na2SO4, filtered, and concentrated. The crud... Starting materials: C([C@H](O)C1=CC=CC=C1)(=O)OC (methyl (R)-mandelate), BrCC(=O)Br (bromoacetyl bromide). Reaction conditions: time 8 hour. Yields the product BrCC(=O)O[C@@H](C(=O)OC)C1=CC=CC=C1 ((R)-methyl 2-bromoacetoxy-2-phenylacetate). The yield is 88.0%. RXN SMILES: [C:1]([O:11][CH3:12])(=[O:10])[C@@H:2]([C:4]1[CH:9]=[CH:8][CH:7]=[CH:6][CH:5]=1)[OH:3].[Br:13][CH2:14][C:15](Br)=[O:16]>>[Br:13][CH2:14][C:15]([O:3][C@H:2]([C:4]1[CH:9]=[CH:8][CH:7]=[CH:6][CH:5]=1)[C:1]([O:11][CH3:12])=[O:10])=[O:16]. Procedure: To methyl (R)-mandelate (8.3 g, 150 mmol), and neutral alumina [e.g. Aldrich type WN-3] (17 g, 167 mmol) cooled with an ice-bath was added bromoacetyl bromide (44 mL, 500 mmol). The ice bath was removed and after 1 h standing at RT, the reaction mixture was poured onto solid NaHCO3 (117 g) in a glass filter funnel, with a cotton wool plug (effervescence). After standing overnight, the solid was washed with toluene until 200 ml of filtrate had been collected. The volatiles were removed via rotary...